From a dataset of the Open Reaction Database (ORD), a public repository of structured organic reaction records. describe an organic reaction: reactants, conditions, products, and yield Reactants: O1CCN(C2=C1C=CC=C2)CCOC2=CC=C(C=C2)CC(C(=O)O)OCC (3-[4-[2-(2,3-Dihydro-1,4-benzoxazin-4-yl)ethoxy]phenyl]-2-ethoxypropanoic acid), N (ammonia). Product: O1CCN(C2=C1C=CC=C2)CCOC2=CC=C(C=C2)CC(C(=O)N)OCC (3-[4-[2-(2,3-Dihydro-1,4-benzoxazin-4-yl)ethoxy]phenyl]-2-ethoxypropanamide). Yield: 80.0%. Reaction SMILES: [O:1]1[C:6]2[CH:7]=[CH:8][CH:9]=[CH:10][C:5]=2[N:4]([CH2:11][CH2:12][O:13][C:14]2[CH:19]=[CH:18][C:17]([CH2:20][CH:21]([O:25][CH2:26][CH3:27])[C:22](O)=[O:23])=[CH:16][CH:15]=2)[CH2:3][CH2:2]1.[NH3:28]>>[O:1]1[C:6]2[CH:7]=[CH:8][CH:9]=[CH:10][C:5]=2[N:4]([CH2:11][CH2:12][O:13][C:14]2[CH:19]=[CH:18][C:17]([CH2:20][CH:21]([O:25][CH2:26][CH3:27])[C:22]([NH2:28])=[O:23])=[CH:16][CH:15]=2)[CH2:3][CH2:2]1. Procedure: The title compound (0.2 g, 80%) was prepared as a white solid from 3-[4-[2-(2,3-dihydro-1,4-benzoxazin-4-yl)ethoxy]phenyl]-2-ethoxypropanoic acid (0.25 g, 0.67 mmol) obtained in example 26 and aqueous ammonia (4 mL) by an analogous procedure to that described in example 31. mp: 107-109° C.